The task is: describe an organic reaction: reactants, conditions, products, and yield. This data is from the Open Reaction Database (ORD), a public repository of structured organic reaction records. The reactants are CC(=O)CCCCBr, O=C([O-])[O-], [Cs+], [Cs+], O=[N+]([O-])c1ccn[nH]1, N#N, O. Yields the product CC(=O)CCCCn1ccc([N+](=O)[O-])n1. As a reaction SMILES: [Br:17][CH2:18][CH2:19][CH2:20][CH2:21][C:22]([CH3:23])=[O:24].[C:11](=[O:12])([O-:13])[O-:14].[Cs+:15].[Cs+:16].[N+:3](=[O:4])([O-:5])[c:6]1[cH:7][cH:8][n:9][nH:10]1.[N:1]#[N:2].[OH2:25]>>[N+:3](=[O:4])([O-:5])[c:6]1[cH:7][cH:8][n:9]([CH2:18][CH2:19][CH2:20][CH2:21][C:22]([CH3:23])=[O:24])[n:10]1. Starting materials: CN(C)P(=O)(N(C)C)N(C)C (HMPA), [Li]CCCC (n-BuLi), CC1(NC(CCC1)(C)C)C (2,2,6,6-tetramethylpiperidine), BrC1=CC=C(CN2C(=C(C3=CC(=CC=C23)OC)CCCC(=O)OCC)C)C=C1 (Ethyl 4-(1-(4-bromobenzyl)-5-methoxy-2-methyl-1H-indol-3-yl)butanoate), CI (CH3I). The solvent is C1CCOC1 (THF). RXN SMILES: [Li][CH2:2]CCC.CC1(C)CCCC(C)(C)N1.[Br:16][C:17]1[CH:43]=[CH:42][C:20]([CH2:21][N:22]2[C:30]3[C:25](=[CH:26][C:27]([O:31][CH3:32])=[CH:28][CH:29]=3)[C:24]([CH2:33][CH2:34][CH2:35][C:36]([O:38][CH2:39][CH3:40])=[O:37])=[C:23]2[CH3:41])=[CH:19][CH:18]=1.CN(P(N(C)C)(N(C)C)=O)C.CI>C1COCC1>[Br:16][C:17]1[CH:43]=[CH:42][C:20]([CH2:21][N:22]2[C:30]3[C:25](=[CH:26][C:27]([O:31][CH3:32])=[CH:28][CH:29]=3)[C:24]([CH2:33][CH2:34][CH:35]([CH3:2])[C:36]([O:38][CH2:39][CH3:40])=[O:37])=[C:23]2[CH3:41])=[CH:19][CH:18]=1. Reaction conditions: temperature -78 celsius, time 30 minute. Procedure details: n-BuLi (1.6M in hexane, 6.4 mL, 10.3 mmol) was added slowly to 2,2,6,6-tetramethylpiperidine at -10° C. and the slurry was stirred 30 min, then cooled to -78° C. and diluted with 25 mL degassed THF. This solution was transferred via cannula into a 50 mL (degassed) THF solution of ester from Step 1 (4.15 g, 9.3 mmol) at -78° C. After stirring 1-- h, HMPA (1.6 mL, 9.3 mmol) was added and 30 min later CH3I (5.8 mL, 93 mmol) was added. The reaction mixture was stirred 12 h at -78° C., then quenched ... Yields the product BrC1=CC=C(CN2C(=C(C3=CC(=CC=C23)OC)CCC(C(=O)OCC)C)C)C=C1 (Ethyl 4-(1-(4-bromobenzyl)-5-methoxy-2-methyl-1H-indol-3-yl)-2-methylbutanoate). Isolated yield 58.6%.